From a dataset of the Open Reaction Database (ORD), a public repository of structured organic reaction records. describe an organic reaction: reactants, conditions, products, and yield The reactants are O=C([O-])O, CCNCC(=O)O, CCO, Cl, O=Cc1ccc(F)c([N+](=O)[O-])c1, [Na+], O. The product is CCN(CC(=O)O)c1ccc(C=O)cc1[N+](=O)[O-]. Reaction SMILES: [C:22](=[O:23])([O-:24])[OH:25].[CH2:2]([CH3:3])[NH:4][CH2:5][C:6](=[O:7])[OH:8].[CH3:27][CH2:28][OH:29].[ClH:1].[F:10][c:11]1[c:12]([N+:19](=[O:20])[O-:21])[cH:13][c:14]([CH:15]=[O:16])[cH:17][cH:18]1.[Na+:26].[OH2:9]>>[CH2:2]([CH3:3])[N:4]([CH2:5][C:6](=[O:7])[OH:8])[c:11]1[c:12]([N+:19](=[O:20])[O-:21])[cH:13][c:14]([CH:15]=[O:16])[cH:17][cH:18]1. Reactants: C1CCOC1, Cc1ccc(C(=O)NCC2CC2)cc1-c1nc(NC2CCN(C(=O)OC(C)(C)C)CC2)nc2c1ccc(=O)n2-c1c(F)cccc1F, O=C(O)C(F)(F)F. Product: Cc1ccc(C(=O)NCC2CC2)cc1-c1nc(NC2CCNCC2)nc2c1ccc(=O)n2-c1c(F)cccc1F. RXN SMILES: [CH2:55]1[O:56][CH2:57][CH2:58][CH2:59]1.[CH:1]1([CH2:4][NH:5][C:6](=[O:7])[c:8]2[cH:9][cH:10][c:11]([CH3:47])[c:12](-[c:14]3[c:15]4[c:16]([n:17][c:18]([NH:20][CH:21]5[CH2:22][CH2:23][N:24]([C:27]([O:28][C:29]([CH3:30])([CH3:31])[CH3:32])=[O:33])[CH2:25][CH2:26]5)[n:19]3)[n:34](-[c:39]3[c:40]([F:46])[cH:41][cH:42][cH:43][c:44]3[F:45])[c:35](=[O:38])[cH:36][cH:37]4)[cH:13]2)[CH2:2][CH2:3]1.[F:48][C:49]([F:50])([F:51])[C:52]([OH:53])=[O:54]>>[CH:1]1([CH2:4][NH:5][C:6](=[O:7])[c:8]2[cH:9][cH:10][c:11]([CH3:47])[c:12](-[c:14]3[c:15]4[c:16]([n:17][c:18]([NH:20][CH:21]5[CH2:22][CH2:23][NH:24][CH2:25][CH2:26]5)[n:19]3)[n:34](-[c:39]3[c:40]([F:46])[cH:41][cH:42][cH:43][c:44]3[F:45])[c:35](=[O:38])[cH:36][cH:37]4)[cH:13]2)[CH2:2][CH2:3]1. Reactants: CC#N, O=[N+]([O-])c1ccnc(Cl)c1, [Na+], [Na+], O=C([O-])[O-], O, OB(O)c1cccnc1. The product is O=[N+]([O-])c1ccnc(-c2cccnc2)c1. Reaction SMILES: [CH3:26][C:27]#[N:28].[Cl:1][c:2]1[n:3][cH:4][cH:5][c:6]([N+:8](=[O:9])[O-:10])[cH:7]1.[Na+:20].[Na+:21].[O-:22][C:23](=[O:24])[O-:25].[OH2:29].[n:11]1[cH:12][c:13]([B:17]([OH:18])[OH:19])[cH:14][cH:15][cH:16]1>>[c:2]1(-[c:13]2[cH:12][n:11][cH:16][cH:15][cH:14]2)[n:3][cH:4][cH:5][c:6]([N+:8](=[O:9])[O-:10])[cH:7]1. The reactants are CO, Cl, CC(=O)c1ccc2nnc(C(C)c3c(F)cc4ncccc4c3F)n2n1, NOCCO, [Na+], [OH-]. The product is CC(=NOCCO)c1ccc2nnc(C(C)c3c(F)cc4ncccc4c3F)n2n1. Reaction SMILES: [CH3:35][OH:36].[ClH:27].[F:1][c:2]1[c:3]2[cH:4][cH:5][cH:6][n:7][c:8]2[cH:9][c:10]([F:26])[c:11]1[CH:12]([CH3:13])[c:14]1[n:15][n:16][c:17]2[n:18]1[n:19][c:20]([C:23]([CH3:24])=[O:25])[cH:21][cH:22]2.[NH2:28][O:29][CH2:30][CH2:31][OH:32].[Na+:34].[OH-:33]>>[F:1][c:2]1[c:3]2[cH:4][cH:5][cH:6][n:7][c:8]2[cH:9][c:10]([F:26])[c:11]1[CH:12]([CH3:13])[c:14]1[n:15][n:16][c:17]2[n:18]1[n:19][c:20]([C:23]([CH3:24])=[N:28][O:29][CH2:30][CH2:31][OH:32])[cH:21][cH:22]2. The reactants are NC=1C(=C(C=C(C(=O)O)C1)S)OC1=CC=C(C=C1)OC (5-Amino-4-(p-methoxyphenoxy)-3-mercaptobenzoic acid), C(C1=CC=CC=C1)Br (benzyl bromide). Run in C(O)([O-])=O.[Na+] (sodium hydrogen carbonate). Reaction conditions: time 17 hour. The product is NC=1C(=C(C=C(C(=O)O)C1)SCC1=CC=CC=C1)OC1=CC=C(C=C1)OC (5-Amino-3-benzylthio-4-(p-methoxyphenoxy)benzoic acid). As a reaction SMILES: [NH2:1][C:2]1[C:3]([O:12][C:13]2[CH:18]=[CH:17][C:16]([O:19][CH3:20])=[CH:15][CH:14]=2)=[C:4]([SH:11])[CH:5]=[C:6]([CH:10]=1)[C:7]([OH:9])=[O:8].[CH2:21](Br)[C:22]1[CH:27]=[CH:26][CH:25]=[CH:24][CH:23]=1>C(=O)([O-])O.[Na+]>[NH2:1][C:2]1[C:3]([O:12][C:13]2[CH:18]=[CH:17][C:16]([O:19][CH3:20])=[CH:15][CH:14]=2)=[C:4]([S:11][CH2:21][C:22]2[CH:27]=[CH:26][CH:25]=[CH:24][CH:23]=2)[CH:5]=[C:6]([CH:10]=1)[C:7]([OH:9])=[O:8] |f:2.3|. Reported procedure: 5-Amino-4-(p-methoxyphenoxy)-3-mercaptobenzoic acid (2 g) is dissolved in 1 N sodium hydrogen carbonate (50 ml), and after addition of benzyl bromide (0.85 ml), the reaction mixture is stirred for 17 hours. After extraction twice with diethyl ether (25 ml), the aqueous layer is adjusted to pH 2 by addition of 4 N hydrochloric acid. The precipitated 5-amino-3-benzylthio-4-(p-methoxyphenoxy)-benzoic acid is collected and recrystallized from aqueous ethanol. After drying in vacuo at 80°C, the compo... Starting materials: CC(C)C(NCc1ccc(Br)cc1)C(=O)O, O=C([O-])O, CCCCC(=O)Cl, C1CCOC1, [Na+], O. Yields the product CCCCC(=O)N(Cc1ccc(Br)cc1)C(C(=O)O)C(C)C. Reaction SMILES: [Br:1][c:2]1[cH:3][cH:4][c:5]([CH2:6][NH:7][CH:8]([CH:9]([CH3:10])[CH3:11])[C:12](=[O:13])[OH:14])[cH:15][cH:16]1.[C:17](=[O:18])([OH:19])[O-:20].[C:22]([CH2:23][CH2:24][CH2:25][CH3:26])(=[O:27])[Cl:28].[CH2:30]1[O:31][CH2:32][CH2:33][CH2:34]1.[Na+:21].[OH2:29]>>[Br:1][c:2]1[cH:3][cH:4][c:5]([CH2:6][N:7]([CH:8]([CH:9]([CH3:10])[CH3:11])[C:12](=[O:13])[OH:14])[C:22]([CH2:23][CH2:24][CH2:25][CH3:26])=[O:27])[cH:15][cH:16]1.